This data is from the Open Reaction Database (ORD), a public repository of structured organic reaction records. The task is: describe an organic reaction: reactants, conditions, products, and yield The reactants are C(C)OC(=O)C1=C(COC2=CC=C(C=C2)CC(=O)OCC)C=CC(=C1)Cl (ethyl 4-(2-ethoxycarbonyl-4-chlorobenzyloxy)phenylacetate), [OH-].[K+] (potassium hydroxide). Yields the product C(=O)(O)C1=C(COC2=CC=C(C=C2)CC(=O)O)C=CC(=C1)Cl (4-(2-carboxy-4-chlorobenzyloxy)phenylacetic acid). As a reaction SMILES: C([O:3][C:4]([C:6]1[CH:25]=[C:24]([Cl:26])[CH:23]=[CH:22][C:7]=1[CH2:8][O:9][C:10]1[CH:15]=[CH:14][C:13]([CH2:16][C:17]([O:19]CC)=[O:18])=[CH:12][CH:11]=1)=[O:5])C.[OH-].[K+]>>[C:4]([C:6]1[CH:25]=[C:24]([Cl:26])[CH:23]=[CH:22][C:7]=1[CH2:8][O:9][C:10]1[CH:11]=[CH:12][C:13]([CH2:16][C:17]([OH:19])=[O:18])=[CH:14][CH:15]=1)([OH:5])=[O:3] |f:1.2|. Procedure: Reaction of ethyl 4-(2-ethoxycarbonyl-4-chlorobenzyloxy)phenylacetate with potassium hydroxide as described in Example 1c provides 4-(2-carboxy-4-chlorobenzyloxy)phenylacetic acid, m.p. 205°-208°. The reactants are COC(=O)C1CCCN1CCNC(=O)OC(C)(C)C, CO, ClCCl, O=C(O)C(F)(F)F. Yields the product O=C1NCCN2CCCC12. As a reaction SMILES: [CH3:1][C:2]([O:3][C:4](=[O:7])[NH:8][CH2:9][CH2:10][N:11]1[CH:12]([C:13]([O:5][CH3:6])=[O:14])[CH2:17][CH2:18][CH2:19]1)([CH3:15])[CH3:16].[CH3:30][OH:31].[Cl:27][CH2:28][Cl:29].[F:20][C:21]([F:22])([F:23])[C:24]([OH:25])=[O:26]>>[NH:8]1[CH2:9][CH2:10][N:11]2[CH:12]([C:13]1=[O:14])[CH2:17][CH2:18][CH2:19]2. The reactants are CC(=O)[O-], Cc1c(C(=O)O)ccc(CBr)c1C1CC1, CC#N, [K+], C1COCCOCCOCCOCCOCCO1. Product: Cc1c(C(=O)O)ccc(CO)c1C1CC1. Reaction SMILES: [CH3:17][C:18]([O-:19])=[O:20].[CH3:1][c:2]1[c:3]([C:4](=[O:5])[OH:6])[cH:7][cH:8][c:9]([CH2:14][Br:15])[c:10]1[CH:11]1[CH2:12][CH2:13]1.[CH3:39][C:40]#[N:41].[K+:16].[O:21]1[CH2:22][CH2:23][O:24][CH2:25][CH2:26][O:27][CH2:28][CH2:29][O:30][CH2:31][CH2:32][O:33][CH2:34][CH2:35][O:36][CH2:37][CH2:38]1>>[CH3:1][c:2]1[c:3]([C:4](=[O:5])[OH:6])[cH:7][cH:8][c:9]([CH2:14][OH:19])[c:10]1[CH:11]1[CH2:12][CH2:13]1. Reactants: FC(C(=O)[O-])(F)F.ClC=1C=CC(=NC1)SC1=C([NH+]=CN1C)C1=CC=C(C=C1)[C@@H]1[C@H](C1)C=1N=NNN1 (5-[(5-chloropyridin-2-yl)thio]-1-methyl-4-{4-[(1S,2S)-2-(2H-tetrazol-5-yl)cyclopropyl]phenyl}-1H-imidazol-3-ium trifluoroacetate), C([O-])([O-])=O.[K+].[K+] (potassium carbonate). Solvent: CN(C)C=O (DMF). Run at time 1 hour. Reported procedure: To a solution of Example 37 (10 mg, 0.024 mmol) and excess potassium carbonate in DMF (0.5 mL) was added 3 drops of iodomethane. The reaction was stirred at rt for 1 h, before filtering and subjecting to purification via reverse phase HPLC. The fractions containing the major product were collected, diluted with ethyl acetate, and washed with aqueous sodium bicarbonate, water, and brine. The organic layer was dried (MgSO4), filtered, and concentrated to afford the title compound. 1H NMR (500 MHz)... Product: ClC=1C=CC(=NC1)SC1=C(N=CN1C)C1=CC=C(C=C1)[C@@H]1[C@H](C1)C=1N=NN(N1)C (5-chloro-2-[(1-methyl-4-{4-[(1S,2S)-2-(2-methyl-2H-tetrazol-5-yl)cyclopropyl]phenyl}-1H-imidazol-5-yl)thio]pyridine). RXN SMILES: F[C:2](F)(F)C([O-])=O.[Cl:8][C:9]1[CH:10]=[CH:11][C:12]([S:15][C:16]2[N:20]([CH3:21])[CH:19]=[NH+:18][C:17]=2[C:22]2[CH:27]=[CH:26][C:25]([C@H:28]3[CH2:30][C@@H:29]3[C:31]3[N:32]=[N:33][NH:34][N:35]=3)=[CH:24][CH:23]=2)=[N:13][CH:14]=1.C(=O)([O-])[O-].[K+].[K+]>CN(C=O)C.IC>[Cl:8][C:9]1[CH:10]=[CH:11][C:12]([S:15][C:16]2[N:20]([CH3:21])[CH:19]=[N:18][C:17]=2[C:22]2[CH:23]=[CH:24][C:25]([C@H:28]3[CH2:30][C@@H:29]3[C:31]3[N:32]=[N:33][N:34]([CH3:2])[N:35]=3)=[CH:26][CH:27]=2)=[N:13][CH:14]=1 |f:0.1,2.3.4|. Reagents/catalysts: IC (iodomethane). The reactants are CC(C)(C)OC(=O)NC(CO)C(=O)O, CN(C)C=O, Cl, O=[N+]([O-])c1cc(F)ccc1F, [H-], [Na+]. Product: CC(C)(C)OC(=O)NC(COc1ccc(F)cc1[N+](=O)[O-])C(=O)O. Reaction SMILES: [C:1]([CH3:2])([CH3:3])([CH3:4])[O:5][C:6](=[O:7])[NH:8][CH:9]([C:10](=[O:11])[OH:12])[CH2:13][OH:14].[CH3:29][N:30]([CH3:31])[CH:32]=[O:33].[ClH:28].[F:17][c:18]1[c:19]([N+:25](=[O:26])[O-:27])[cH:20][c:21]([F:24])[cH:22][cH:23]1.[H-:15].[Na+:16]>>[C:1]([CH3:2])([CH3:3])([CH3:4])[O:5][C:6](=[O:7])[NH:8][CH:9]([C:10](=[O:11])[OH:12])[CH2:13][O:14][c:18]1[c:19]([N+:25](=[O:26])[O-:27])[cH:20][c:21]([F:24])[cH:22][cH:23]1. Reactants: Cl (hydrochloric acid), NC1=C(C=C(C=C1C)OC)C(CCl)=O (1-(2-amino-5-methoxy-3-methylphenyl)-2-chloroethanone), O1CCOCC1 (dioxane), [BH4-].[Na+] (sodium borohydride). Run in C(Cl)Cl (methylene chloride), O (water), O (water). Run at time 1 hour. The product is COC=1C=C2C=CNC2=C(C1)C (5-Methoxy-7-methyl-1H-indole). Yield: 76.1%. As a reaction SMILES: [NH2:1][C:2]1[C:7]([CH3:8])=[CH:6][C:5]([O:9][CH3:10])=[CH:4][C:3]=1[C:11](=O)[CH2:12]Cl.O1CCOCC1.[BH4-].[Na+].Cl>C(Cl)Cl.O>[CH3:10][O:9][C:5]1[CH:4]=[C:3]2[C:2](=[C:7]([CH3:8])[CH:6]=1)[NH:1][CH:12]=[CH:11]2 |f:2.3|. Reported procedure: To a solution of 4-methoxy-2-methylanaline (0.36 mole, 50.0 g) in methylene chloride (450 mL) cooled to 10° C. (acetone/ice) was added a solution of 1.0 M boron trichloride in methylene chloride (0.50 mole, 500 mL) while maintaining the reaction temperature below −10° C. Chloroacetonitrile (1.82 mole, 137.6 g) was added to the reaction while maintaining the internal temperature below 0° C. This was followed by the addition of diethylaluminum chloride (0.40 mole, 48.34 g, 50 mL) while maintaining... The reactants are [N+](=O)([O-])C1=CC=C(C=C1)N=NC1=CC=C(C2=CC=CC=C12)N(C)C (1-(4-nitro-phenylazo)-4-(dimethylamino)naphtalene), O.O.O.O.O.O.O.O.O.S(=O)(=O)(O)[O-].[Na+] (sodiumhydrogen sulphate nonahydrate), CO (methanol). Solvent: O (water). Product: NC1=CC=C(C=C1)N=NC1=CC=C(C2=CC=CC=C12)N(C)C (1-(4-amino-phenylazo)-4-(dimethylamino)naphtalene). RXN SMILES: [N+:1]([C:4]1[CH:9]=[CH:8][C:7]([N:10]=[N:11][C:12]2[C:21]3[C:16](=[CH:17][CH:18]=[CH:19][CH:20]=3)[C:15]([N:22]([CH3:24])[CH3:23])=[CH:14][CH:13]=2)=[CH:6][CH:5]=1)([O-])=O.O.O.O.O.O.O.O.O.O.S([O-])(O)(=O)=O.[Na+].CO>O>[NH2:1][C:4]1[CH:9]=[CH:8][C:7]([N:10]=[N:11][C:12]2[C:21]3[C:16](=[CH:17][CH:18]=[CH:19][CH:20]=3)[C:15]([N:22]([CH3:24])[CH3:23])=[CH:14][CH:13]=2)=[CH:6][CH:5]=1 |f:1.2.3.4.5.6.7.8.9.10.11|. Procedure: A mixture of 15 g of 1-(4-nitro-phenylazo)-4-(dimethylamino)naphtalene, 75 ml sodiumhydrogen sulphate nonahydrate (50% wt in water) and 80 ml of methanol was heated at reflux for 3 h. The reaction mixture was then cooled to room temperature and poured into 300 ml of water. The brownish precipitate was filtered off, washed with water (200 ml) and cold methanol-water (100 ml/100 ml) to give 12 g of nearly pure 1-(4-amino-phenylazo)-4-(dimethylamino)naphtalene as a brownish solid. Reactants: FC1=CC=C(C=C1)C(O)(C1=CC=NC=C1)C1=CC=C(C=C1)F (bis(4-fluorophenyl)(pyridin-4-yl)methanol). Reagents/catalysts: [Pt]=O (platinum oxide). The solvent is C(C)(=O)O (acetic acid). Product: FC1=CC=C(C=C1)C(O)(C1CCNCC1)C1=CC=C(C=C1)F (bis(4-fluorophenyl)(piperidin-4-yl)methanol). RXN SMILES: [F:1][C:2]1[CH:7]=[CH:6][C:5]([C:8]([C:16]2[CH:21]=[CH:20][C:19]([F:22])=[CH:18][CH:17]=2)([C:10]2[CH:15]=[CH:14][N:13]=[CH:12][CH:11]=2)[OH:9])=[CH:4][CH:3]=1>C(O)(=O)C.[Pt]=O>[F:1][C:2]1[CH:7]=[CH:6][C:5]([C:8]([C:16]2[CH:17]=[CH:18][C:19]([F:22])=[CH:20][CH:21]=2)([CH:10]2[CH2:11][CH2:12][NH:13][CH2:14][CH2:15]2)[OH:9])=[CH:4][CH:3]=1. Procedure details: The above bis(4-fluorophenyl)(pyridin-4-yl)methanol (0.73 g, 2.45 mmol) was hydrogenated (60 pounds per square inch) in the presence of platinum oxide (0.1 g) catalyst in acetic acid (15 mL) for 6 hours at room temperature. The reaction mixture was filtered and concentrated. The concentrated filtrate was diluted with ice/water (20 mL) and neutralized with 10% aqueous sodium carbonate. The title product was collected by filtration. 1H NMR (300 MHz, DMSO-d6) δ ppm 7.46-7.54 (m, 4H), 7.051-7.13 (m,... Reactants: O (water), [H-].[Na+] (sodium hydride), ClC1=NC=CN=C1C (2-chloro-3-methylpyrazine), ON(C(OCC1=CC=CC=C1)=O)C1=CC=CC=C1 (benzyl N-hydroxy-N-phenylcarbamate). Solvent: CN(C=O)C (dimethylformamide). The product is C(C1=CC=CC=C1)OC(=O)NC1=CC=C(C=C1)C=1N=C(C(NC1)=O)C (5-(4-benzyloxycarbonylaminophenyl)-3-methyl-2(1H)-pyrazinone). Reaction SMILES: [H-].[Na+].O[N:4]([C:15]1[CH:20]=[CH:19][CH:18]=[CH:17][CH:16]=1)[C:5](=[O:14])[O:6][CH2:7][C:8]1[CH:13]=[CH:12][CH:11]=[CH:10][CH:9]=1.Cl[C:22]1[C:27]([CH3:28])=[N:26][CH:25]=[CH:24][N:23]=1.[OH2:29]>CN(C)C=O>[CH2:7]([O:6][C:5]([NH:4][C:15]1[CH:20]=[CH:19][C:18]([C:25]2[N:26]=[C:27]([CH3:28])[C:22](=[O:29])[NH:23][CH:24]=2)=[CH:17][CH:16]=1)=[O:14])[C:8]1[CH:13]=[CH:12][CH:11]=[CH:10][CH:9]=1 |f:0.1|. Procedure: To a stirred suspension of sodium hydride (2.1 g, 50% in oil) in dry dimethylformamide (35 ml) with external cooling was added portionwise, benzyl N-hydroxy-N-phenylcarbamate (10.6 g). After 5 minutes a brown solution was obtained to which was added 2-chloro-3-methylpyrazine (5.5 g) and the mixture was allowed to attain room temperature. The solution was poured into water (200 ml) and the aqueous phase decanted from the dark oil. The aqueous solution deposited a yellow solid which was collected ... Reaction SMILES: [CH2:19]1[CH2:20][O:21][CH2:22][CH2:23][NH:24]1.[Cl:1][c:2]1[c:3]2[c:4]([n:5][cH:6][n:7]1)[cH:8][cH:9][c:10](-[c:12]1[cH:13][cH:14][c:15]([F:18])[cH:16][cH:17]1)[n:11]2.[O:25]1[CH2:26][CH2:27][O:28][CH2:29][CH2:30]1>>[c:2]1([N:24]2[CH2:19][CH2:20][O:21][CH2:22][CH2:23]2)[c:3]2[c:4]([n:5][cH:6][n:7]1)[cH:8][cH:9][c:10](-[c:12]1[cH:13][cH:14][c:15]([F:18])[cH:16][cH:17]1)[n:11]2. Reactants: C1COCCN1, Fc1ccc(-c2ccc3ncnc(Cl)c3n2)cc1, C1COCCO1. The product is Fc1ccc(-c2ccc3ncnc(N4CCOCC4)c3n2)cc1.